Dataset: the Open Reaction Database (ORD), a public repository of structured organic reaction records. Task: describe an organic reaction: reactants, conditions, products, and yield The reactants are CN(C)C=O, [Ca+2], COC(=O)CCl, NC(=O)c1cccc(N)c1, O=C([O-])[O-]. Yields the product COC(=O)CNc1cccc(C(N)=O)c1. As a reaction SMILES: [CH3:22][N:23]([CH3:24])[CH:25]=[O:26].[Ca+2:17].[Cl:11][CH2:12][C:13](=[O:14])[O:15][CH3:16].[NH2:1][c:2]1[cH:3][c:4]([C:5](=[O:6])[NH2:7])[cH:8][cH:9][cH:10]1.[O-:18][C:19](=[O:20])[O-:21]>>[NH:1]([c:2]1[cH:3][c:4]([C:5](=[O:6])[NH2:7])[cH:8][cH:9][cH:10]1)[CH2:12][C:13](=[O:14])[O:15][CH3:16]. Starting materials: C1(CC1)N(C(OC(C)(C)C)=O)CC1=C(C(=CC(=C1)CO)Cl)Cl (1,1-dimethylethyl cyclopropyl{[2,3-dichloro-5-(hydroxymethyl)phenyl]methyl}carbamate), CCN(C(C)C)C(C)C (Hunig's base), CS(=O)(=O)Cl (methanesulfonyl chloride). Solvent: ClCCl (dichloromethane), CCOCC (ether). Reaction conditions: temperature 0 celsius, time 30 minute. Product: CS(=O)(=O)OCC1=CC(=C(C(=C1)CN(C(=O)OC(C)(C)C)C1CC1)Cl)Cl ({3,4-Dichloro-5-[(cyclopropyl{[(1,1-dimethylethyl)oxy]carbonyl}amino)methyl]phenyl}methyl methanesulfonate). As a reaction SMILES: [CH:1]1([N:4]([CH2:12][C:13]2[CH:18]=[C:17]([CH2:19][OH:20])[CH:16]=[C:15]([Cl:21])[C:14]=2[Cl:22])[C:5](=[O:11])[O:6][C:7]([CH3:10])([CH3:9])[CH3:8])[CH2:3][CH2:2]1.CCN(C(C)C)C(C)C.[CH3:32][S:33](Cl)(=[O:35])=[O:34]>ClCCl.CCOCC>[CH3:32][S:33]([O:20][CH2:19][C:17]1[CH:18]=[C:13]([CH2:12][N:4]([CH:1]2[CH2:3][CH2:2]2)[C:5]([O:6][C:7]([CH3:9])([CH3:10])[CH3:8])=[O:11])[C:14]([Cl:22])=[C:15]([Cl:21])[CH:16]=1)(=[O:35])=[O:34]. Procedure details: To a solution of 1,1-dimethylethyl cyclopropyl{[2,3-dichloro-5-(hydroxymethyl)phenyl]methyl}carbamate (1 eq.) from the previous step in dichloromethane (0.1 M) was added sequentially at 0 Hunig's base (3 eq.) and methanesulfonyl chloride (1.1 eq.). The resulting solution was stirred at 0° C. for 30 min and then at RT for 15 min. The reaction mixture was then diluted with ether and carefully quenched with 1 N aq. HCl. The aqueous layer was separated and back-extracted with ether. The combined org... Product: C(C)(C)(C)OC(=O)C1=C(SC=2COC(CC21)CN2C(C1=CC=CC=C1C2=O)=O)NC(=O)OCC2C1=CC=CC=C1C=1C=CC=CC21 (5-(1,3-dioxo-1,3-dihydro-isoindol-2-ylmethyl)-2-(9H-fluoren-9-ylmethoxycarbonylamino)-4,7-dihydro-5H-thieno[2,3-c]pyran-3-carboxylic acid tert-butyl ester). Conditions: temperature 0 celsius, time 5 minute. Isolated yield 80.0%. Reaction SMILES: [C:1]([O:5][C:6]([C:8]1[C:16]2[CH2:15][CH:14]([CH2:17][N:18]3[C:26](=[O:27])[C:25]4[C:20](=[CH:21][CH:22]=[CH:23][CH:24]=4)[C:19]3=[O:28])[O:13][CH2:12][C:11]=2[S:10][C:9]=1[NH2:29])=[O:7])([CH3:4])([CH3:3])[CH3:2].C(=O)(O)[O-].[Na+].Cl[C:36]([O:38][CH2:39][CH:40]1[C:52]2[CH:51]=[CH:50][CH:49]=[CH:48][C:47]=2[C:46]2[C:41]1=[CH:42][CH:43]=[CH:44][CH:45]=2)=[O:37]>ClCCl.O>[C:1]([O:5][C:6]([C:8]1[C:16]2[CH2:15][CH:14]([CH2:17][N:18]3[C:19](=[O:28])[C:20]4[C:25](=[CH:24][CH:23]=[CH:22][CH:21]=4)[C:26]3=[O:27])[O:13][CH2:12][C:11]=2[S:10][C:9]=1[NH:29][C:36]([O:38][CH2:39][CH:40]1[C:41]2[CH:42]=[CH:43][CH:44]=[CH:45][C:46]=2[C:47]2[C:52]1=[CH:51][CH:50]=[CH:49][CH:48]=2)=[O:37])=[O:7])([CH3:4])([CH3:2])[CH3:3] |f:1.2|. The reactants are C([O-])(O)=O.[Na+] (sodium bicarbonate), C(C)(C)(C)OC(=O)C1=C(SC=2COC(CC21)CN2C(C1=CC=CC=C1C2=O)=O)N (2-amino-5-(1,3-dioxo-1,3-dihydro-isoindol-2-ylmethyl)-4,7-dihydro-5H-thieno[2,3-c]pyran-3-carboxylic acid tert-butyl ester), ClC(=O)OCC1C2=CC=CC=C2C=2C=CC=CC12 (9-fluorenylmethyl chloroformate). Reported procedure: To 2-amino-5-(1,3-dioxo-1,3-dihydro-isoindol-2-ylmethyl)-4,7-dihydro-5H-thieno[2,3-c]pyran-3-carboxylic acid tert-butyl ester (4.5 g, 0.011 mole) dissolved in dichloromethane (30 ml), was added sodium bicarbonate (1.0 g, 0.011 mole) dissolved in water (16 ml). The reaction mixture was cooled to 0° C. and 9-fluorenylmethyl chloroformate (3.0 g, 0.012 mole) was added. After stirring for 5 minutes the reaction mixture was warmed to room temperature and stirred vigorously for 16 h. The organic layer... The solvent is O (water), ClCCl (dichloromethane). The reactants are BrCC1CCC1, CCOC(=O)c1ccc(Br)c(O)c1Br, O=C([O-])[O-], CN(C)C=O, [K+], [K+], O. Product: CCOC(=O)c1ccc(Br)c(OCC2CCC2)c1Br. As a reaction SMILES: [Br:26][CH2:27][CH:28]1[CH2:29][CH2:30][CH2:31]1.[Br:7][c:8]1[c:9]([C:10](=[O:11])[O:12][CH2:13][CH3:14])[cH:15][cH:16][c:17]([Br:20])[c:18]1[OH:19].[C:1](=[O:2])([O-:3])[O-:4].[CH3:21][N:22]([CH3:23])[CH:24]=[O:25].[K+:5].[K+:6].[OH2:32]>>[Br:7][c:8]1[c:9]([C:10](=[O:11])[O:12][CH2:13][CH3:14])[cH:15][cH:16][c:17]([Br:20])[c:18]1[O:19][CH2:27][CH:28]1[CH2:29][CH2:30][CH2:31]1. Starting materials: C1=C(C=CC2=CC=CC=C12)O (β-naphthol), P(OCC1=CC=CC=C1)(OCC1=CC=CC=C1)OCC1=CC=CC=C1 (tribenzyl phosphite), C(C)N (ethylamine). Solvent: O (water). Run at time 30 minute. Yields the product C(C)NC1=CC2=CC=CC=C2C=C1 (N-ethyl-β-naphthylamine). The yield is 94.0%. Reaction SMILES: [CH:1]1[C:10]2[C:5](=[CH:6][CH:7]=[CH:8][CH:9]=2)[CH:4]=[CH:3][C:2]=1O.P(OCC1C=CC=CC=1)(OCC1C=CC=CC=1)OCC1C=CC=CC=1.[CH2:37]([NH2:39])[CH3:38]>O>[CH2:37]([NH:39][C:2]1[CH:3]=[CH:4][C:5]2[C:10](=[CH:9][CH:8]=[CH:7][CH:6]=2)[CH:1]=1)[CH3:38]. Procedure: 288 parts of β-naphthol, 5 parts of tribenzyl phosphite and 115 parts of ethylamine gas are heated at 230° C in a pressure autoclave for 10 hours. The pressure is 35 atmospheres. The mixture is added to 2,000 parts of water and the batch is stirred for 30 minutes at 70° - 80° C. The lower oily phase is separated off and distilled. 321 parts of N-ethyl-β-naphthylamine, boiling at 119° - 120° C/0.1 mm Hg are obtained, corresponding to a yield of 94% of theory. The reactants are C(C)(C)C=1C=NC(NC1)=O (5-isopropylpyrimidin-2(1H)-one), O=P(Cl)(Cl)Cl (POCl3). The reagents and catalysts are CN(C1=CC=CC=C1)C (N,N-dimethylaniline). Product: ClC1=NC=C(C=N1)C(C)C (2-chloro-5-isopropylpyrimidine). As a reaction SMILES: [CH:1]([C:4]1[CH:5]=[N:6][C:7](=O)[NH:8][CH:9]=1)([CH3:3])[CH3:2].O=P(Cl)(Cl)[Cl:13]>CN(C)C1C=CC=CC=1>[Cl:13][C:7]1[N:6]=[CH:5][C:4]([CH:1]([CH3:3])[CH3:2])=[CH:9][N:8]=1. Procedure: A mixture of 5-isopropylpyrimidin-2(1H)-one (2.1 g, 15.2 mmol), POCl3 (15 ml), and N,N-dimethylaniline (5 drops) was heated at reflux under a nitrogen atmosphere for 2 h. Upon cooling, the majority of the POCl3 was removed under reduced pressure. The residue was poured into ice water and extracted with chloroform (3×20 ml). The combined organic extracts were washed with brine, dried over MgSO4 and concentrated to provide 2-chloro-5-isopropylpyrimidine as a light brown oil, which was used without... The reactants are OCCn1cnc2c(Cl)ncnc21, NCCN1CCC(Nc2nc3ccccc3n2Cc2ccc(F)cc2)CC1, [Na+], [Na+], O=C([O-])[O-], O. Product: OCCn1cnc2c(NCCN3CCC(Nc4nc5ccccc5n4Cc4ccc(F)cc4)CC3)ncnc21. RXN SMILES: [Cl:1][c:2]1[c:3]2[n:4][cH:5][n:6]([CH2:11][CH2:12][OH:13])[c:7]2[n:8][cH:9][n:10]1.[NH2:14][CH2:15][CH2:16][N:17]1[CH2:18][CH2:19][CH:20]([NH:23][c:24]2[n:25][c:26]3[c:27]([n:28]2[CH2:29][c:30]2[cH:31][cH:32][c:33]([F:36])[cH:34][cH:35]2)[cH:37][cH:38][cH:39][cH:40]3)[CH2:21][CH2:22]1.[Na+:41].[Na+:42].[O-:43][C:44](=[O:45])[O-:46].[OH2:47]>>[c:2]1([NH:14][CH2:15][CH2:16][N:17]2[CH2:18][CH2:19][CH:20]([NH:23][c:24]3[n:25][c:26]4[c:27]([n:28]3[CH2:29][c:30]3[cH:31][cH:32][c:33]([F:36])[cH:34][cH:35]3)[cH:37][cH:38][cH:39][cH:40]4)[CH2:21][CH2:22]2)[c:3]2[n:4][cH:5][n:6]([CH2:11][CH2:12][OH:13])[c:7]2[n:8][cH:9][n:10]1. Starting materials: ClC1=C(C(=O)C2=CC(=C(C(=C2)C(C)(C)C)O)C(C)(C)C)C=CC(=N1)C(C)C (4-(2-chloro-6-isopropylnicotinoyl)-2,6-di-tertiary butylphenol), O.NN (hydrazine hydrate). Run in N1=CC=CC=C1 (pyridine). Yields the product C(C)(C)(C)C=1C=C(C=C(C1O)C(C)(C)C)C1=NNC2=NC(=CC=C21)C(C)C (3-(3,5-di-tertiary butyl-4-hydroxyphenyl)-6-isopropyl-1H-pyrazolo[3,4-b]pyridine). As a reaction SMILES: Cl[C:2]1[N:24]=[C:23]([CH:25]([CH3:27])[CH3:26])[CH:22]=[CH:21][C:3]=1[C:4]([C:6]1[CH:11]=[C:10]([C:12]([CH3:15])([CH3:14])[CH3:13])[C:9]([OH:16])=[C:8]([C:17]([CH3:20])([CH3:19])[CH3:18])[CH:7]=1)=O.O.[NH2:29][NH2:30]>N1C=CC=CC=1>[C:17]([C:8]1[CH:7]=[C:6]([C:4]2[C:3]3[C:2](=[N:24][C:23]([CH:25]([CH3:26])[CH3:27])=[CH:22][CH:21]=3)[NH:30][N:29]=2)[CH:11]=[C:10]([C:12]([CH3:14])([CH3:13])[CH3:15])[C:9]=1[OH:16])([CH3:18])([CH3:19])[CH3:20] |f:1.2|. Procedure details: A solution of 4-(2-chloro-6-isopropylnicotinoyl)-2,6-di-tertiary butylphenol and hydrazine hydrate in pyridine is refluxed. After the pyridine is distilled off, to the residue is added water. The resulting crystals are recrystallized from ethanol to give 3-(3,5-di-tertiary butyl-4-hydroxyphenyl)-6-isopropyl-1H-pyrazolo[3,4-b]pyridine. The reactants are CC1=CC=C(C=C1)S (p-thiocresol), FC(OC1=CC=C(CCl)C=C1)(F)F (4-(trifluoromethoxy)benzyl chloride). Yields the product CC1=CC=C(C=C1)SCC1=CC=C(C=C1)OC(F)(F)F (1-[[(4-Methylphenyl)thio]methyl]-4-(trifluoromethoxy)benzene). Yield: 252.1%. Reaction SMILES: [CH3:1][C:2]1[CH:7]=[CH:6][C:5]([SH:8])=[CH:4][CH:3]=1.[F:9][C:10]([F:21])([F:20])[O:11][C:12]1[CH:19]=[CH:18][C:15]([CH2:16]Cl)=[CH:14][CH:13]=1>>[CH3:1][C:2]1[CH:7]=[CH:6][C:5]([S:8][CH2:16][C:15]2[CH:18]=[CH:19][C:12]([O:11][C:10]([F:9])([F:20])[F:21])=[CH:13][CH:14]=2)=[CH:4][CH:3]=1. Procedure: The procedure of Example 87 is repeated using 1.8 g of p-thiocresol and 9.6 g of 4-(trifluoromethoxy)benzyl chloride. This affords 10.9 g of the desired product as white crystals.